From a dataset of the Open Reaction Database (ORD), a public repository of structured organic reaction records. describe an organic reaction: reactants, conditions, products, and yield Starting materials: unsubstituted or halogen-substituted benzaldehyde, C(C)(=O)O (acetic acid), [BH-](OC(=O)C)(OC(=O)C)OC(=O)C.[Na+] (NaBH(OAc)3), COC(=O)C1N(CC(C1)N=[N+]=[N-])C(=O)OC(C)(C)C (4-azido-pyrrolidine-1,2-dicarboxylic acid 1-tert-butyl ester 2-methyl ester), C(=O)(C(F)(F)F)O.C(Cl)Cl (CF3COOH CH2Cl2). The solvent is C(Cl)Cl (DCM). Reaction conditions: time 8 hour. Product: COC(=O)C1N(CC(C1)N=[N+]=[N-])CC1=CC=CC=C1 (4-azido-1-benzyl-pyrrolidine-2-carboxylic acid methyl ester). As a reaction SMILES: [CH3:1][O:2][C:3]([CH:5]1[CH2:9][CH:8]([N:10]=[N+:11]=[N-:12])[CH2:7][N:6]1[C:13](OC(C)(C)C)=O)=[O:4].[C:20](O)(=O)[CH3:21].[BH-](O[C:34]([CH3:36])=O)(OC(C)=O)OC(C)=O.[Na+].[C:38](O)([C:40](F)(F)F)=O.C(Cl)Cl>C(Cl)Cl>[CH3:1][O:2][C:3]([CH:5]1[CH2:9][CH:8]([N:10]=[N+:11]=[N-:12])[CH2:7][N:6]1[CH2:13][C:21]1[CH:20]=[CH:36][CH:34]=[CH:40][CH:38]=1)=[O:4] |f:2.3,4.5|. Reported procedure: A mixture of 4-azido-pyrrolidine-1,2-dicarboxylic acid 1-tert-butyl ester 2-methyl ester in CF3COOH/CH2Cl2 is stirred overnight at room temperature. To a solution of the obtained product in DCM is added a corresponding unsubstituted or halogen-substituted benzaldehyde, acetic acid and NaBH(OAc)3. After stirred overnight, the reaction mixture is purified to afford the corresponding product 4-azido-1-benzyl-pyrrolidine-2-carboxylic acid methyl ester (9).